From a dataset of the Open Reaction Database (ORD), a public repository of structured organic reaction records. describe an organic reaction: reactants, conditions, products, and yield Run at temperature 55 celsius. As a reaction SMILES: C[O:2][C:3]([C:5]1[C:14]2[CH2:13][CH2:12][CH2:11][CH2:10][C:9]=2[CH:8]=[C:7](/[CH:15]=[CH:16]/[C:17](O)=[O:18])[C:6]=1[NH:20][S:21]([C:24]1[CH:29]=[CH:28][CH:27]=[CH:26][CH:25]=1)(=[O:23])=[O:22])=[O:4].C1CCC(N=C=NC2CCCCC2)CC1.O.ON1C2C=CC=CC=2N=N1.C(N(C(C)C)CC)(C)C.[NH2:65][CH2:66][CH2:67][CH:68]1[CH2:72][CH2:71][CH2:70][N:69]1[CH3:73].[Li+].[OH-]>CN(C=O)C>[CH3:73][N:69]1[CH2:70][CH2:71][CH2:72][CH:68]1[CH2:67][CH2:66][NH:65][C:17](=[O:18])/[CH:16]=[CH:15]/[C:7]1[C:6]([NH:20][S:21]([C:24]2[CH:25]=[CH:26][CH:27]=[CH:28][CH:29]=2)(=[O:23])=[O:22])=[C:5]([C:3]([OH:2])=[O:4])[C:14]2[CH2:13][CH2:12][CH2:11][CH2:10][C:9]=2[CH:8]=1 |f:2.3,6.7|. Starting materials: COC(=O)C1=C(C(=CC=2CCCCC12)/C=C/C(=O)O)NS(=O)(=O)C1=CC=CC=C1 ((2E)-3-{4-(methoxycarbonyl)-3-[(phenylsulfonyl)amino]-5,6,7,8-tetrahydro-2-naphthalenyl}acrylic acid), polystyrene, O.ON1N=NC2=C1C=CC=C2 (1-hydroxybenzotriazole hydrate), [Li+].[OH-] (LiOH), C(C)(C)N(CC)C(C)C (diisopropylethylamine), C1CCC(CC1)N=C=NC2CCCCC2 (DCC), NCCC1N(CCC1)C (2-(aminoethyl)-1-methylpyrrolidine). Procedure: A mixture of Example 476D (20 mg, 0.05 mmol) in DMF (1.0 mL) was treated with macroporous polystyrene bound DCC resin (105 mg, 0.14 mmol), 1-hydroxybenzotriazole hydrate (7 mg, 0.05 mmol), diisopropylethylamine (0.026 mL, 0.15 mmol) and 2-(aminoethyl)-1-methylpyrrolidine (0.010 mL, 0.07 mmol), heated to 55° C. for 16 hours, and concentrated. The concentrate was dissolved in 0.5 mL 2:1 dioxane/water, treated with LiOH (13 mg, 0.3 mmol), and heated to 160° C. for 27.5 minutes in a microwave reacto... Yields the product CN1C(CCC1)CCNC(/C=C/C=1C(=C(C=2CCCCC2C1)C(=O)O)NS(=O)(=O)C1=CC=CC=C1)=O (3-[(1E)-3-({2-[1-methyl-2-pyrrolidinyl]ethyl}amino)-3-oxo-1-propenyl]-2-[(phenylsulfonyl)amino]-5,6,7,8-tetrahydro-1-naphthalenecarboxylic acid). The solvent is CN(C)C=O (DMF).